Task: describe an organic reaction: reactants, conditions, products, and yield. Dataset: the Open Reaction Database (ORD), a public repository of structured organic reaction records Reactants: ClCCl, [Na+], [Na+], [Na+], O=S([O-])([O-])=S, O=C([O-])O, OCC#Cc1ccc(-c2ncccn2)cc1. The product is O=CC#Cc1ccc(-c2ncccn2)cc1. As a reaction SMILES: [Cl:29][CH2:30][Cl:31].[Na+:17].[Na+:18].[Na+:28].[O-:19][S:20]([O-:21])(=[S:22])=[O:23].[O-:24][C:25]([OH:26])=[O:27].[n:1]1[c:2](-[c:7]2[cH:8][cH:9][c:10]([C:13]#[C:14][CH2:15][OH:16])[cH:11][cH:12]2)[n:3][cH:4][cH:5][cH:6]1>>[n:1]1[c:2](-[c:7]2[cH:8][cH:9][c:10]([C:13]#[C:14][CH:15]=[O:16])[cH:11][cH:12]2)[n:3][cH:4][cH:5][cH:6]1. Reactants: CC1CN1C(=O)OC(C)(C)C, Fc1cc(Br)c2occc2c1. Product: CC(Cc1cc(F)cc2ccoc12)NC(=O)OC(C)(C)C. Reaction SMILES: [C:12]([CH3:13])([CH3:14])([CH3:15])[O:16][C:17](=[O:18])[N:19]1[CH:20]([CH3:22])[CH2:21]1.[F:1][c:2]1[cH:3][c:4]([Br:11])[c:5]2[c:6]([cH:7][cH:8][o:9]2)[cH:10]1>>[F:1][c:2]1[cH:3][c:4]([CH2:21][CH:20]([NH:19][C:17]([O:16][C:12]([CH3:13])([CH3:14])[CH3:15])=[O:18])[CH3:22])[c:5]2[c:6]([cH:7][cH:8][o:9]2)[cH:10]1. Reactants: C(C)(C)(C)OC(NCCC[C@H]1C(N[C@@H](CC2=C(C=CC(C=3C=CC(=C(C[C@@H](C(N1)=O)NC(=O)OC(C)(C)C)C3)O)=C2)O)C(=O)N[C@@H](CCN)C(=O)NCCN)=O)=O (tert-butyl{3-[(8S,11S,14S)-8-{[((1S)-3-amino-1-{[(2-aminoethyl)amino]carbonyl}propyl)amino]carbonyl}-14-[(tert-butoxycarbonyl)amino]-5,17-dihydroxy-10,13-dioxo-9,12-diazatricyclo[14.3.1.12,6]henicosa-1(20),2(21),3,5,16,18-hexaen-11-yl]propyl}carbamate), solution, Cl (hydrogen chloride). The solvent is O1CCOCC1 (dioxane). Conditions: time 20 minute. The product is Cl.Cl.Cl.Cl.N[C@@H]1C(N[C@H](C(N[C@@H](CC2=C(C=CC(C=3C=CC(=C(C1)C3)O)=C2)O)C(=O)N[C@@H](CCN)C(=O)NCCN)=O)CCCN)=O ((8S,11S,14S)-14-Amino-N-((1S)-3-amino-1-{[(2-aminoethyl)amino]carbonyl}propyl)-11-(3-aminopropyl)-5,17-dihydroxy-10,13-dioxo-9,12-diazatricyclo[14.3.1.12,6]henicosa-1(20),2(21),3,5,16,18-hexaene-8-carboxamide tetrahydrochloride). As a reaction SMILES: C(OC(=O)[NH:7][CH2:8][CH2:9][CH2:10][C@@H:11]1[NH:29][C:28](=[O:30])[C@@H:27]([NH:31]C(OC(C)(C)C)=O)[CH2:26][C:25]2[CH:39]=[C:21]([CH:22]=[CH:23][C:24]=2[OH:40])[C:20]2=[CH:41][C:16](=[C:17]([OH:42])[CH:18]=[CH:19]2)[CH2:15][C@@H:14]([C:43]([NH:45][C@H:46]([C:50]([NH:52][CH2:53][CH2:54][NH2:55])=[O:51])[CH2:47][CH2:48][NH2:49])=[O:44])[NH:13][C:12]1=[O:56])(C)(C)C.[ClH:58]>O1CCOCC1>[ClH:58].[ClH:58].[ClH:58].[ClH:58].[NH2:31][C@H:27]1[CH2:26][C:25]2[CH:39]=[C:21]([CH:22]=[CH:23][C:24]=2[OH:40])[C:20]2=[CH:41][C:16](=[C:17]([OH:42])[CH:18]=[CH:19]2)[CH2:15][C@@H:14]([C:43]([NH:45][C@H:46]([C:50]([NH:52][CH2:53][CH2:54][NH2:55])=[O:51])[CH2:47][CH2:48][NH2:49])=[O:44])[NH:13][C:12](=[O:56])[C@H:11]([CH2:10][CH2:9][CH2:8][NH2:7])[NH:29][C:28]1=[O:30] |f:3.4.5.6.7|. Reported procedure: 15 mg (0.019 mmol) of tert-butyl{3-[(8S,11S,14S)-8-{[((1S)-3-amino-1-{[(2-aminoethyl)amino]carbonyl}propyl)amino]carbonyl}-14-[(tert-butoxycarbonyl)amino]-5,17-dihydroxy-10,13-dioxo-9,12-diazatricyclo[14.3.1.12,6]henicosa-1(20),2(21),3,5,16,18-hexaen-11-yl]propyl}carbamate bis(hydroacetate) (Example 207A) are added into 1 ml of a 4N solution of hydrogen chloride in dioxane and stirred at RT for 20 min. The reaction solution is concentrated, coevaporated with dichloromethane several times and dri... The reactants are C(C)OC(=O)C=1C(C2=CC(=CC=C2C1C1=CC=CC=C1)O)=O (6-Hydroxy-1-oxo-3-phenyl-1H-indene-2-carboxylate ethyl ester), CC(C)OC(=O)/N=N/C(=O)OC(C)C (Diisopropylazodicarboxylate), OCCN1CCOCC1 (4-(2-hydroxyethyl)morpholine), C1(=CC=CC=C1)P(C1=CC=CC=C1)C1=CC=CC=C1 (triphenylphosphine). The solvent is O1CCCC1 (tetrahydrofuran), C1=CC=CC=C1 (benzene). Run at time 2 hour. Yields the product C(C)OC(=O)C=1C(C2=CC(=CC=C2C1C1=CC=CC=C1)OCCN1CCOCC1)=O (3-phenyl-6-(2-morpholine-4-ylethoxy)-1-oxo-1H-indene-2-carboxylate ethyl ester). Isolated yield 128.4%. Reaction SMILES: [CH2:1]([O:3][C:4]([C:6]1[C:7](=[O:22])[C:8]2[C:13]([C:14]=1[C:15]1[CH:20]=[CH:19][CH:18]=[CH:17][CH:16]=1)=[CH:12][CH:11]=[C:10]([OH:21])[CH:9]=2)=[O:5])[CH3:2].O[CH2:24][CH2:25][N:26]1[CH2:31][CH2:30][O:29][CH2:28][CH2:27]1.C1(P(C2C=CC=CC=2)C2C=CC=CC=2)C=CC=CC=1.CC(OC(/N=N/C(OC(C)C)=O)=O)C>O1CCCC1.C1C=CC=CC=1>[CH2:1]([O:3][C:4]([C:6]1[C:7](=[O:22])[C:8]2[C:13]([C:14]=1[C:15]1[CH:20]=[CH:19][CH:18]=[CH:17][CH:16]=1)=[CH:12][CH:11]=[C:10]([O:21][CH2:24][CH2:25][N:26]1[CH2:31][CH2:30][O:29][CH2:28][CH2:27]1)[CH:9]=2)=[O:5])[CH3:2]. Procedure details: 6-Hydroxy-1-oxo-3-phenyl-1H-indene-2-carboxylate ethyl ester [compound of formula (II)] (10.90 g, 26.75 mmol) prepared in Step 4 of Example 1 was dissolved in tetrahydrofuran:benzene (270 ml:90 ml). Then, 4-(2-hydroxyethyl)morpholine (5.83 g, 44.45 mmol) and triphenylphosphine (11.66 g, 44.45 mmol) were added thereto. Diisopropylazodicarboxylate (8.99 g, 44.45 mmol) was added dropwise to the mixture at 0° C., and stirred for 2 hours at room temperature. The reaction mixture was washed with satur... Starting materials: COc1cc(C(O)c2ccccn2)cc([N+](=O)[O-])c1OC, CC(C)=O. Product: COc1cc(C(=O)c2ccccn2)cc([N+](=O)[O-])c1OC. As a reaction SMILES: [CH3:1][O:2][c:3]1[cH:4][c:5]([CH:14]([OH:15])[c:16]2[n:17][cH:18][cH:19][cH:20][cH:21]2)[cH:6][c:7]([N+:11](=[O:12])[O-:13])[c:8]1[O:9][CH3:10].[CH3:22][C:23](=[O:24])[CH3:25]>>[CH3:1][O:2][c:3]1[cH:4][c:5]([C:14](=[O:15])[c:16]2[n:17][cH:18][cH:19][cH:20][cH:21]2)[cH:6][c:7]([N+:11](=[O:12])[O-:13])[c:8]1[O:9][CH3:10]. The reactants are BrC=1C(=CC2=C(OCO2)C1)SC=1N(C2=C(C(=NC=C2)N)N1)CC1=CC=C(C=C1)OC (2-[(6-Bromo-1,3-benzodioxol-5-yl)sulfanyl]-1-(4-methoxybenzyl)-1H-imidazo[4,5-c]pyridin-4-amine). The solvent is C(=O)(C(F)(F)F)O (TFA). Run at temperature 80 celsius. Yields the product BrC=1C(=CC2=C(OCO2)C1)SC=1NC2=C(C(=NC=C2)N)N1 (2-[(6-Bromo-1,3-benzodioxol-5-yl)sulfanyl]-1H-imidazo[4,5-c]pyridin-4-amine). The yield is 78.5%. As a reaction SMILES: [Br:1][C:2]1[C:3]([S:11][C:12]2[N:13](CC3C=CC(OC)=CC=3)[C:14]3[CH:19]=[CH:18][N:17]=[C:16]([NH2:20])[C:15]=3[N:21]=2)=[CH:4][C:5]2[O:9][CH2:8][O:7][C:6]=2[CH:10]=1>C(O)(C(F)(F)F)=O>[Br:1][C:2]1[C:3]([S:11][C:12]2[NH:13][C:14]3[CH:19]=[CH:18][N:17]=[C:16]([NH2:20])[C:15]=3[N:21]=2)=[CH:4][C:5]2[O:9][CH2:8][O:7][C:6]=2[CH:10]=1. Procedure: 2-[(6-Bromo-1,3-benzodioxol-5-yl)sulfanyl]-1-(4-methoxybenzyl)-1H-imidazo[4,5-c]pyridin-4-amine (999 mg, 2.05 mmol) was dissolved in TFA (8 mL) and the mixture was heated at 80° C. for 7 h. Upon completion of the reaction, the mixture was concentrated in vacuum and the residual TFA was azeotropically removed with toluene. The resulting residue was diluted with water and was adjusted to pH 7 by satd. NaHCO3. The product portion was extracted with EtOAc, washed with brine, dried (Na2SO4), filtered... Starting materials: [Al+3], [Al+3], COCCNC(=O)c1ccc2cc[nH]c2c1, [Cl-], [Cl-], [Cl-], [H-], [H-], [H-], [H-], [Li+], C1CCOC1. Yields the product COCCNCc1ccc2cc[nH]c2c1. RXN SMILES: [Al+3:10].[Al+3:2].[CH3:11][O:12][CH2:13][CH2:14][NH:15][C:16](=[O:17])[c:18]1[cH:19][cH:20][c:21]2[cH:22][cH:23][nH:24][c:25]2[cH:26]1.[Cl-:7].[Cl-:8].[Cl-:9].[H-:1].[H-:4].[H-:5].[H-:6].[Li+:3].[O:27]1[CH2:28][CH2:29][CH2:30][CH2:31]1>>[CH3:11][O:12][CH2:13][CH2:14][NH:15][CH2:16][c:18]1[cH:19][cH:20][c:21]2[cH:22][cH:23][nH:24][c:25]2[cH:26]1. Reactants: Cl (hydrochloric acid), OC=1C(=C(C(=CC1OC)C1=NOC(=N1)C)C(=O)C1=CC=CC=C1)[N+](=O)[O-] ([3-hydroxy-4-methoxy-6-(5-methyl-[1,2,4]oxadiazol-3-yl)-2-nitrophenyl]phenylmethanone), C(C)(=O)OCC (ethyl acetate), [Cl-].[Al+3].[Cl-].[Cl-] (aluminum chloride). The solvent is N1=CC=CC=C1 (pyridine). The product is OC=1C(=C(C(=CC1O)C1=NOC(=N1)C)C(=O)C1=CC=CC=C1)[N+](=O)[O-] ([3,4-Dihydroxy-6-(5-methyl-[1,2,4]oxadiazol-3-yl)-2-nitro-phenyl]phenylmethanone). Yield: 87.5%. RXN SMILES: [OH:1][C:2]1[C:3]([N+:24]([O-:26])=[O:25])=[C:4]([C:16]([C:18]2[CH:23]=[CH:22][CH:21]=[CH:20][CH:19]=2)=[O:17])[C:5]([C:10]2[N:14]=[C:13]([CH3:15])[O:12][N:11]=2)=[CH:6][C:7]=1[O:8]C.C(OCC)(=O)C.[Cl-].[Al+3].[Cl-].[Cl-].Cl>N1C=CC=CC=1>[OH:1][C:2]1[C:3]([N+:24]([O-:26])=[O:25])=[C:4]([C:16]([C:18]2[CH:23]=[CH:22][CH:21]=[CH:20][CH:19]=2)=[O:17])[C:5]([C:10]2[N:14]=[C:13]([CH3:15])[O:12][N:11]=2)=[CH:6][C:7]=1[OH:8] |f:2.3.4.5|. Procedure: To a mixture of [3-hydroxy-4-methoxy-6-(5-methyl-[1,2,4]oxadiazol-3-yl)-2-nitrophenyl]phenylmethanone (reference example 22-1) (377 mg) and ethyl acetate (10.6 mL) were added aluminum chloride (361 mg) and pyridine (0.387 mL). The mixture was refluxed for 2.5 hours. After cooling to room temperature, 1 mol/L hydrochloric acid was added to the mixture. The separated organic layer was washed with brine, dried over anhydrous magnesium sulfate, and concentrated under reduced pressure. The residue wa...